This data is from the Open Reaction Database (ORD), a public repository of structured organic reaction records. The task is: describe an organic reaction: reactants, conditions, products, and yield The reactants are OC1=C2C(N=CN1C#CC1=CC=C(C(=O)N[C@@H](CCC(=O)OC)C(=O)OC)C=C1)=NC=C2 (dimethyl N-[4-(4-hydroxypyrrolo[2,3-d]pyrimidin-3-ylethynyl)benzoyl]-L-glutamate). Reagents/catalysts: [Pd] (palladium-on-carbon). Solvent: CO (methanol), C(Cl)Cl (methylene chloride). Reaction conditions: time 24 hour. Yields the product OC1=C2C(N=CN1CCC1=CC=C(C(=O)N[C@@H](CCC(=O)OC)C(=O)OC)C=C1)=NC=C2 (dimethyl N-{4-[2-(4-hydroxypyrrolo[2,3-d]pyrimidin-3-yl)ethyl]benzoyl}-L-glutamate). Isolated yield 60.4%. Reaction SMILES: [OH:1][C:2]1[N:7]([C:8]#[C:9][C:10]2[CH:29]=[CH:28][C:13]([C:14]([NH:16][C@H:17]([C:24]([O:26][CH3:27])=[O:25])[CH2:18][CH2:19][C:20]([O:22][CH3:23])=[O:21])=[O:15])=[CH:12][CH:11]=2)[CH:6]=[N:5][C:4]2=[N:30][CH:31]=[CH:32][C:3]=12>CO.C(Cl)Cl.[Pd]>[OH:1][C:2]1[N:7]([CH2:8][CH2:9][C:10]2[CH:29]=[CH:28][C:13]([C:14]([NH:16][C@H:17]([C:24]([O:26][CH3:27])=[O:25])[CH2:18][CH2:19][C:20]([O:22][CH3:23])=[O:21])=[O:15])=[CH:12][CH:11]=2)[CH:6]=[N:5][C:4]2=[N:30][CH:31]=[CH:32][C:3]=12. Reported procedure: A mixture of 1.1 g of dimethyl N-[4-(4-hydroxypyrrolo[2,3-d]pyrimidin-3-ylethynyl)benzoyl]-L-glutamate in 100 mL of 50% methanol in methylene chloride and 0.8 g of 3% palladium-on-carbon is hydrogenated at 50 p.s.i. for 24 hours, filtered, and concentrated under reduced pressure. Ether is added to the residue and the solid is collected by filtration and dried to yield 0.67 g of dimethyl N-{4-[2-(4-hydroxypyrrolo[2,3-d]pyrimidin-3-yl)ethyl]benzoyl}-L-glutamate. mp 170-172° C. 1NMR (d6 -DMSO) δ1.9... The reactants are FC1=C(C=C(C=C1)F)[C@@](CN1N=CN=C1)([C@@H](C)SC(CO)CO)O ((2R,3R)-2-(2,5-difluorophenyl)-3-[[1-(hydroxymethyl)-2-hydroxyethyl]thio]-1-(IH-1,2,4-triazol-1-yl)-2-butanol), FC=1C=C(C#N)C=CC1\C=C\C=C\C=O (3-fluoro-4-[(1E,3E)-5-oxo-1,3-pentadienyl]benzonitrile), O.C1(=CC=C(C=C1)S(=O)(=O)O)C (p-toluenesulfonic acid monohydrate). The product is C(#N)C1=CC(=C(C=C1)/C=C/C=C/[C@@H]1OC[C@H](CO1)S[C@@H]([C@@](CN1N=CN=C1)(O)C1=C(C=CC(=C1)F)F)C)F ((2R,3R)-3-[[trans-2-[(1E,3E)-4-(4-Cyano-2-fluorophenyl)-1,3-butadien-1-yl]-1,3-dioxan-5-yl]thio]-2-(2,5-difluorophenyl)-1-(1H-1,2,4-triazol-1-yl)-2-butanol). Yield: 66.8%. RXN SMILES: [F:1][C:2]1[CH:7]=[CH:6][C:5]([F:8])=[CH:4][C:3]=1[C@:9]([OH:24])([C@H:16]([S:18][CH:19]([CH2:22][OH:23])[CH2:20][OH:21])[CH3:17])[CH2:10][N:11]1[CH:15]=[N:14][CH:13]=[N:12]1.[F:25][C:26]1[CH:27]=[C:28]([CH:31]=[CH:32][C:33]=1/[CH:34]=[CH:35]/[CH:36]=[CH:37]/[CH:38]=O)[C:29]#[N:30].O.C1(C)C=CC(S(O)(=O)=O)=CC=1>>[C:29]([C:28]1[CH:31]=[CH:32][C:33](/[CH:34]=[CH:35]/[CH:36]=[CH:37]/[C@H:38]2[O:21][CH2:20][C@H:19]([S:18][C@H:16]([CH3:17])[C@:9]([C:3]3[CH:4]=[C:5]([F:8])[CH:6]=[CH:7][C:2]=3[F:1])([OH:24])[CH2:10][N:11]3[CH:15]=[N:14][CH:13]=[N:12]3)[CH2:22][O:23]2)=[C:26]([F:25])[CH:27]=1)#[N:30] |f:2.3|. Reported procedure: In the same manner as that described in Example 1(iii) above, a reaction was carried out using 1.02 g (2.84 mmol) of (2R,3R)-2-(2,5-difluorophenyl)-3-[[1-(hydroxymethyl)-2-hydroxyethyl]thio]-1-(IH-1,2,4-triazol-1-yl)-2-butanol [prepared as described in Step 8(vi) above], 571.6 mg (2.84 mmol) of 3-fluoro-4-[(1E,3E)-5-oxo-1,3-pentadienyl]benzonitrile and 594.5 mg (3.13 mmol) of p-toluenesulfonic acid monohydrate and the reaction product was purified by chromatography on a silica gel (75 g) column ... The reactants are N1N=CC2=CC(=CC=C12)C(=O)OC (methyl 1H-indazole-5-carboxylate), [H-].[Na+] (sodium hydride), ClCOC ((chloromethyl)methylether). The solvent is CN(C=O)C (N,N-dimethylformamide), O1CCCC1 (tetrahydrofuran), C(C)(=O)OCC (ethyl acetate). Reaction conditions: time 10 minute. Yields the product COCN1N=CC2=CC(=CC=C12)C(=O)OC (methyl 1-(methoxymethyl)-1H-indazole-5-carboxylate). Isolated yield 57.7%. Reaction SMILES: [NH:1]1[C:9]2[C:4](=[CH:5][C:6]([C:10]([O:12][CH3:13])=[O:11])=[CH:7][CH:8]=2)[CH:3]=[N:2]1.[H-].[Na+].Cl[CH2:17][O:18][CH3:19]>CN(C)C=O.O1CCCC1.C(OCC)(=O)C>[CH3:17][O:18][CH2:19][N:1]1[C:9]2[C:4](=[CH:5][C:6]([C:10]([O:12][CH3:13])=[O:11])=[CH:7][CH:8]=2)[CH:3]=[N:2]1 |f:1.2|. Procedure: To a solution of methyl 1H-indazole-5-carboxylate (5.02 g, 28.5 mmol) in N,N-dimethylformamide (60 mL) was added sodium hydride (60% in oil, 1.26 g, 31.5 mmol) at room temperature, and the resulting mixture was stirred for 10 min. To this reaction mixture was added dropwise a solution of (chloromethyl)methylether (2.39 mL, 31.5 mmol) in tetrahydrofuran (20 mL) at −20° C. over 10 min, and the resulting mixture was allowed to warm to room temperature over 2 hr. The reaction mixture was diluted wit...